Dataset: the Open Reaction Database (ORD), a public repository of structured organic reaction records. Task: describe an organic reaction: reactants, conditions, products, and yield Reactants: C([O-])([O-])=O.[K+].[K+] (potassium carbonate), n/25D, 2-(3,5-dichloro-6-fluoro-2-pyridyloxy)ethyl 2,2-dichloro propionate, ClC=1C(=NC(=C(C1)Cl)F)OCCO (2-(3,5-dichloro-6-fluoro-2-pyridyloxy)ethanol), ClC(C(=O)Cl)(C)Cl (2,2-dichloropropionyl chloride). Run in C(C)#N (acetonitrile). Run at time 4 day. Yields the product ClC(C(=O)OCCOC1=NC(=C(C=C1Cl)Cl)F)(C)Cl (2-(3,5-Dichloro-6-fluoro-2-pyridyloxy)-ethyl 2,2-dichloropropionate). Reaction SMILES: C(=O)([O-])[O-].[K+].[K+].[Cl:7][C:8]1[C:9]([O:16][CH2:17][CH2:18][OH:19])=[N:10][C:11]([F:15])=[C:12]([Cl:14])[CH:13]=1.[Cl:20][C:21]([Cl:26])([CH3:25])[C:22](Cl)=[O:23]>C(#N)C>[Cl:20][C:21]([Cl:26])([CH3:25])[C:22]([O:19][CH2:18][CH2:17][O:16][C:9]1[C:8]([Cl:7])=[CH:13][C:12]([Cl:14])=[C:11]([F:15])[N:10]=1)=[O:23] |f:0.1.2|. Procedure: A solution was prepared by admixing 250 milliliters of acetonitrile, 55.3 grams (0.4 mole) of potassium carbonate, 42.5 grams (0.16 mole) of 2-(3,5-dichloro-6-fluoro-2-pyridyloxy)ethanol and 32.3 grams (0.2 mole) of 2,2-dichloropropionyl chloride. This mixture was stirred at room temperature for 4 days. The solids which formed were removed by filtration and the filtrate was concentrated under a reduced pressure. The residual material which remained was dissolved in hexane and washed with water. ... The reactants are CCO, CC1CNCC(C)O1, CCN(C(C)C)C(C)C, Clc1ncccn1. Product: CC1CN(c2ncccn2)CC(C)O1. Reaction SMILES: [CH3:25][CH2:26][OH:27].[CH3:8][CH:9]1[O:10][CH:11]([CH3:15])[CH2:12][NH:13][CH2:14]1.[CH:16]([N:17]([CH:18]([CH3:19])[CH3:20])[CH2:21][CH3:22])([CH3:23])[CH3:24].[Cl:1][c:2]1[n:3][cH:4][cH:5][cH:6][n:7]1>>[c:2]1([N:13]2[CH2:12][CH:11]([CH3:15])[O:10][CH:9]([CH3:8])[CH2:14]2)[n:3][cH:4][cH:5][cH:6][n:7]1. The reactants are C=CCN(C(=O)[O-])C1(c2ccc(C(Nc3ccc(-c4cn(C)cn4)cc3)=C3C(=O)Oc4ccccc43)cc2)CC1, CCNCC, ClCCl, O, c1ccc(P(c2ccccc2)(c2ccccc2)[Pd](P(c2ccccc2)(c2ccccc2)c2ccccc2)(P(c2ccccc2)(c2ccccc2)c2ccccc2)P(c2ccccc2)(c2ccccc2)c2ccccc2)cc1. The product is Cn1cnc(-c2ccc(NC(=C3C(=O)Oc4ccccc43)c3ccc(C4(N)CC4)cc3)cc2)c1. Reaction SMILES: [CH2:1]([N:4]([C:2](=[O:3])[O-:5])[C:8]1([c:11]2[cH:12][cH:13][c:14]([C:17](=[C:18]3[C:19](=[O:27])[O:20][c:21]4[c:22]3[cH:23][cH:24][cH:25][cH:26]4)[NH:28][c:29]3[cH:30][cH:31][c:32](-[c:35]4[n:36][cH:37][n:38]([CH3:40])[cH:39]4)[cH:33][cH:34]3)[cH:15][cH:16]2)[CH2:9][CH2:10]1)[CH:6]=[CH2:7].[CH2:42]([NH:43][CH2:44][CH3:45])[CH3:46].[Cl:47][CH2:48][Cl:49].[O:41].[cH:50]1[cH:51][cH:52][c:53]([P:54]([Pd:55]([P:56]([c:57]2[cH:58][cH:59][cH:60][cH:61][cH:62]2)([c:63]2[cH:64][cH:65][cH:66][cH:67][cH:68]2)[c:69]2[cH:70][cH:71][cH:72][cH:73][cH:74]2)([P:75]([c:76]2[cH:77][cH:78][cH:79][cH:80][cH:81]2)([c:82]2[cH:83][cH:84][cH:85][cH:86][cH:87]2)[c:88]2[cH:89][cH:90][cH:91][cH:92][cH:93]2)[P:94]([c:95]2[cH:96][cH:97][cH:98][cH:99][cH:100]2)([c:101]2[cH:102][cH:103][cH:104][cH:105][cH:106]2)[c:107]2[cH:108][cH:109][cH:110][cH:111][cH:112]2)([c:113]2[cH:114][cH:115][cH:116][cH:117][cH:118]2)[c:119]2[cH:120][cH:121][cH:122][cH:123][cH:124]2)[cH:125][cH:126]1>>[NH2:4][C:8]1([c:11]2[cH:12][cH:13][c:14]([C:17](=[C:18]3[C:19](=[O:27])[O:20][c:21]4[c:22]3[cH:23][cH:24][cH:25][cH:26]4)[NH:28][c:29]3[cH:30][cH:31][c:32](-[c:35]4[n:36][cH:37][n:38]([CH3:40])[cH:39]4)[cH:33][cH:34]3)[cH:15][cH:16]2)[CH2:9][CH2:10]1. Reactants: O=C1Cc2c(cccc2-c2ccc(Br)cc2)N1, CCN(CC)CCNC(=O)c1c[nH]c(C=O)c1C, C1CCNCC1, CCO. Product: CCN(CC)CCNC(=O)c1c[nH]c(C=C2C(=O)Nc3cccc(-c4ccc(Br)cc4)c32)c1C. As a reaction SMILES: [Br:1][c:2]1[cH:3][cH:4][c:5](-[c:8]2[c:9]3[c:13]([cH:14][cH:15][cH:16]2)[NH:12][C:11](=[O:17])[CH2:10]3)[cH:6][cH:7]1.[CH2:18]([CH3:19])[N:20]([CH2:21][CH2:22][NH:23][C:24](=[O:25])[c:26]1[cH:27][nH:28][c:29]([CH:32]=[O:33])[c:30]1[CH3:31])[CH2:34][CH3:35].[CH2:36]1[CH2:37][CH2:38][NH:39][CH2:40][CH2:41]1.[CH3:42][CH2:43][OH:44]>>[Br:1][c:2]1[cH:3][cH:4][c:5](-[c:8]2[c:9]3[c:13]([cH:14][cH:15][cH:16]2)[NH:12][C:11](=[O:17])[C:10]3=[CH:32][c:29]2[nH:28][cH:27][c:26]([C:24]([NH:23][CH2:22][CH2:21][N:20]([CH2:18][CH3:19])[CH2:34][CH3:35])=[O:25])[c:30]2[CH3:31])[cH:6][cH:7]1. The reactants are solution, C=NCCN1CCOCC1 (methylene-(2-morpholin-4-yl-ethyl)-amine), CC1(OC(C(O1)=CC(=O)NCC1=CC=C(C=C1)F)=O)C (2-(2,2-dimethyl-5-oxo-[1,3]dioxolan-4-ylidene)-N-(4-fluoro-benzyl)-acetamide). Solvent: CO (methanol). The product is FC1=CC=C(CNC(=O)C=2CN(C(C2O)=O)CCN2CCOCC2)C=C1 (4-Hydroxy-1-(2-morpholin-4-yl-ethyl)-5-oxo-2,5-dihydro-1H-pyrrole-3-carboxylic acid 4-fluoro-benzylamide). Yield: 32.0%. RXN SMILES: CC1(C)[O:6][C:5](=[CH:7][C:8]([NH:10][CH2:11][C:12]2[CH:17]=[CH:16][C:15]([F:18])=[CH:14][CH:13]=2)=[O:9])[C:4](=[O:19])O1.[CH2:21]=[N:22][CH2:23][CH2:24][N:25]1[CH2:30][CH2:29][O:28][CH2:27][CH2:26]1>CO>[F:18][C:15]1[CH:14]=[CH:13][C:12]([CH2:11][NH:10][C:8]([C:7]2[CH2:21][N:22]([CH2:23][CH2:24][N:25]3[CH2:30][CH2:29][O:28][CH2:27][CH2:26]3)[C:4](=[O:19])[C:5]=2[OH:6])=[O:9])=[CH:17][CH:16]=1. Procedure details: A mixture of 2-(2,2-dimethyl-5-oxo-[1,3]dioxolan-4-ylidene)-N-(4-fluoro-benzyl)-acetamide (77 mg, 0.275 mmol) and a 0.2 mmol solution of methylene-(2-morpholin-4-yl-ethyl)-amine in methanol (1.5 mL, 0. mmol) was heated at 70° C. for 1 h. The reaction mixture was cooled to room temperature and purified by preparative HPLC using methanol/water (0.1% TFA) as the eluent. The fractions containing the product were combined and concentrated to give the title compound as a pale yellow powder (42 mg, 32%... Starting materials: CCCCCCCNC(=O)N(C)c1cccc(-c2ccc(C=C(OCC)C(=O)OCC)cn2)c1, CC(=O)O, CCOC(C)=O, [Li+], C1CCOC1, [OH-], O. Yields the product CCCCCCCNC(=O)N(C)c1cccc(-c2ccc(C=C(OCC)C(=O)O)cn2)c1. As a reaction SMILES: [CH2:3]([CH3:4])[O:5][C:6]([C:7](=[O:8])[O:9][CH2:10][CH3:11])=[CH:12][c:13]1[cH:14][n:15][c:16](-[c:19]2[cH:20][c:21]([N:25]([C:26](=[O:27])[NH:28][CH2:29][CH2:30][CH2:31][CH2:32][CH2:33][CH2:34][CH3:35])[CH3:36])[cH:22][cH:23][cH:24]2)[cH:17][cH:18]1.[CH3:37][C:38](=[O:39])[OH:40].[CH3:47][CH2:48][O:49][C:50](=[O:51])[CH3:52].[Li+:1].[O:42]1[CH2:43][CH2:44][CH2:45][CH2:46]1.[OH-:2].[OH2:41]>>[CH2:3]([CH3:4])[O:5][C:6]([C:7](=[O:8])[OH:9])=[CH:12][c:13]1[cH:14][n:15][c:16](-[c:19]2[cH:20][c:21]([N:25]([C:26](=[O:27])[NH:28][CH2:29][CH2:30][CH2:31][CH2:32][CH2:33][CH2:34][CH3:35])[CH3:36])[cH:22][cH:23][cH:24]2)[cH:17][cH:18]1. Starting materials: C1CCOC1, CCO, COc1cc([N+](=O)[O-])ccc1N1CCCCC1. Yields the product COc1cc(N)ccc1N1CCCCC1. As a reaction SMILES: [CH2:21]1[O:22][CH2:23][CH2:24][CH2:25]1.[CH3:18][CH2:19][OH:20].[CH3:1][O:2][c:3]1[c:4]([N:12]2[CH2:13][CH2:14][CH2:15][CH2:16][CH2:17]2)[cH:5][cH:6][c:7]([N+:9]([O-:10])=[O:11])[cH:8]1>>[CH3:1][O:2][c:3]1[c:4]([N:12]2[CH2:13][CH2:14][CH2:15][CH2:16][CH2:17]2)[cH:5][cH:6][c:7]([NH2:9])[cH:8]1. Reactants: ClC1=NC(=CN=C1)Cl (2,6-dichloropyrazine), C(=O)=O (dry ice), C(C)(C)NC(C)C (diisopropylamine), solution, C(CCC)[Li] (n-butyl lithium). The solvent is O1CCCC1 (tetrahydrofuran), Cl (hydrochloric acid), O1CCCC1 (tetrahydrofuran), CCCCCC (hexane). Run at time 30 minute. The product is C(=O)(O)C1=NC=C(N=C1Cl)Cl (2-carboxy-3,5-dichloropyrazine). RXN SMILES: C(NC(C)C)(C)C.C([Li])CCC.[Cl:13][C:14]1[CH:19]=[N:18][CH:17]=[C:16]([Cl:20])[N:15]=1.[C:21](=[O:23])=[O:22]>O1CCCC1.CCCCCC.Cl>[C:21]([C:17]1[C:16]([Cl:20])=[N:15][C:14]([Cl:13])=[CH:19][N:18]=1)([OH:23])=[O:22]. Procedure: To a solution of diisopropylamine (0.78 g) in tetrahydrofuran (40 ml) is added dropwise a 1.6M solution of n-butyl lithium in hexane (4.82 ml) in a dry ice-acetone bath over a period of 3 minutes. The mixture is stirred in the same bath for 30 minutes. To the mixture is added dropwise a solution of 2,6-dichloropyrazine (0.50 g) in tetrahydrofuran (5 ml) at the same temperature over a period of 15 minutes, and the mixture is stirred for one hour. The reaction mixture is poured into dry ice, and t... Starting materials: C(C)OC(CNCCNS(=O)(=O)C=1SC2=C(N1)C=CC=C2)=O (N-[2-(benzothiazole-2-sulfonylamino)-ethyl]-glycine ethyl ester), C(C1=CC=2OCOC2C=C1)OC(=O)NC1=C2N=CN(C2=NC=N1)CC(=O)O ([6-N-(piperonyloxycarbonyl)-adenin-9-yl]-acetic acid). Yields the product C(C)OC(CN(C(CN1C2=NC=NC(=C2N=C1)NC(=O)OCC1=CC=2OCOC2C=C1)=O)CCNS(=O)(=O)C=1SC2=C(N1)C=CC=C2)=O (N-[2-(Benzothiazole-2-sulfonylamino)-ethyl]-N-{[6-N-(piperonyloxycarbonyl)-adenin-9-yl]-acetyl}-glycine Ethyl Ester). Yield: 85.0%. RXN SMILES: [CH2:1]([O:3][C:4](=[O:22])[CH2:5][NH:6][CH2:7][CH2:8][NH:9][S:10]([C:13]1[S:14][C:15]2[CH:21]=[CH:20][CH:19]=[CH:18][C:16]=2[N:17]=1)(=[O:12])=[O:11])[CH3:2].[CH2:23]([O:33][C:34]([NH:36][C:37]1[N:45]=[CH:44][N:43]=[C:42]2[C:38]=1[N:39]=[CH:40][N:41]2[CH2:46][C:47](O)=[O:48])=[O:35])[C:24]1[CH:32]=[CH:31][C:30]2[O:29][CH2:28][O:27][C:26]=2[CH:25]=1>>[CH2:1]([O:3][C:4](=[O:22])[CH2:5][N:6]([CH2:7][CH2:8][NH:9][S:10]([C:13]1[S:14][C:15]2[CH:21]=[CH:20][CH:19]=[CH:18][C:16]=2[N:17]=1)(=[O:12])=[O:11])[C:47](=[O:48])[CH2:46][N:41]1[CH:40]=[N:39][C:38]2[C:42]1=[N:43][CH:44]=[N:45][C:37]=2[NH:36][C:34]([O:33][CH2:23][C:24]1[CH:32]=[CH:31][C:30]2[O:29][CH2:28][O:27][C:26]=2[CH:25]=1)=[O:35])[CH3:2]. Procedure details: The title compound (2.96 g, 85%) was synthesized by the reaction of N-[2-(benzothiazole-2-sulfonylamino)-ethyl]-glycine ethyl ester (1.72 g, 5 mmol) and [6-N-(piperonyloxycarbonyl)-adenin-9-yl]-acetic acid (1.86 g, 5 mmol) as per the procedure of Example 20. 1H NMR (500 MHz; DMSO-d6) δ 10.63 (s, 1H), 8.98 (brs, 0.6H), 8.77 (brs, 0.4H), 8.57 (s, 0.4H), 8.52 (s, 0.6H), 8.29 (d, 1H), 8.27 (m, 1H), 8.17 (d, 1H), 7.65 (m, 2H), 7.04 (s, 1H), 6.94 (d, 1H), 6.90 (d, 1H), 6.01 (s, 2H), 5.36 (s, 1.2H), 5....